describe an organic reaction: reactants, conditions, products, and yield From a dataset of the Open Reaction Database (ORD), a public repository of structured organic reaction records. Starting materials: ice water, OC1(N=C2C(=CC=C(C2=C1)C)C)C(=O)OC (methyl 2-hydroxy-4,7-dimethylindole-2-carboxylate), N1=CC=CC=C1 (pyridine), C1CCOC1 (THF), C(C)(=O)Cl (acetyl chloride). Conditions: time 1 hour. The product is C(C)(=O)ON1C(=CC2=C(C=CC(=C12)C)C)C(=O)OC (methyl l-acetoxy-4,7-dimethylindole-2-carboxylate). Isolated yield 92.0%. Reaction SMILES: O[C:2]1([C:13]([O:15][CH3:16])=[O:14])[CH:10]=[C:9]2[C:4]([C:5]([CH3:12])=[CH:6][CH:7]=[C:8]2[CH3:11])=[N:3]1.N1C=CC=CC=1.[C:23](Cl)(=[O:25])[CH3:24].C1C[O:30]CC1>>[C:23]([O:25][N:3]1[C:4]2[C:9](=[C:8]([CH3:11])[CH:7]=[CH:6][C:5]=2[CH3:12])[CH:10]=[C:2]1[C:13]([O:15][CH3:16])=[O:14])(=[O:30])[CH3:24]. Procedure: A solution of 0.3 g (1.37 mmol) of methyl 2-hydroxy-4,7-dimethylindole-2-carboxylate and 0.13 ml of pyridine in 20 ml of anhydrous THF was cooled, to 0° C. and 0.12 ml of acetyl chloride was gradually added dropwise. The reaction mixture was stirred for 1 hour and then added dropwise to ice water. The crystals were separated by filtration and dried under reduced pressure to provide 0.30 g of green crystals. Yield: 92% Reactants: [Al+3], Cc1[nH]c2ccc(F)cc2c1CCC(=O)N1CCN(c2ccccc2)CC1, [H-], [H-], [H-], [H-], [Li+], C1CCOC1, O. Yields the product Cc1[nH]c2ccc(F)cc2c1CCCN1CCN(c2ccccc2)CC1. Reaction SMILES: [Al+3:2].[CH3:7][c:8]1[nH:9][c:10]2[cH:11][cH:12][c:13]([F:33])[cH:14][c:15]2[c:16]1[CH2:17][CH2:18][C:19](=[O:20])[N:21]1[CH2:22][CH2:23][N:24]([c:27]2[cH:28][cH:29][cH:30][cH:31][cH:32]2)[CH2:25][CH2:26]1.[H-:1].[H-:4].[H-:5].[H-:6].[Li+:3].[O:35]1[CH2:36][CH2:37][CH2:38][CH2:39]1.[OH2:34]>>[CH3:7][c:8]1[nH:9][c:10]2[cH:11][cH:12][c:13]([F:33])[cH:14][c:15]2[c:16]1[CH2:17][CH2:18][CH2:19][N:21]1[CH2:22][CH2:23][N:24]([c:27]2[cH:28][cH:29][cH:30][cH:31][cH:32]2)[CH2:25][CH2:26]1. The reactants are CCO, CO, Cl, CCOCc1nc2c(N)nc3ccccc3c2n1CCOCCNC(=O)OC(C)(C)C. The product is CCOCc1nc2c(N)nc3ccccc3c2n1CCOCCN. As a reaction SMILES: [CH3:33][CH2:34][OH:35].[CH3:36][OH:37].[ClH:32].[NH2:1][c:2]1[n:3][c:4]2[cH:5][cH:6][cH:7][cH:8][c:9]2[c:10]2[c:11]1[n:12][c:13]([CH2:28][O:29][CH2:30][CH3:31])[n:14]2[CH2:15][CH2:16][O:17][CH2:18][CH2:19][NH:20][C:21](=[O:22])[O:23][C:24]([CH3:25])([CH3:26])[CH3:27]>>[NH2:1][c:2]1[n:3][c:4]2[cH:5][cH:6][cH:7][cH:8][c:9]2[c:10]2[c:11]1[n:12][c:13]([CH2:28][O:29][CH2:30][CH3:31])[n:14]2[CH2:15][CH2:16][O:17][CH2:18][CH2:19][NH2:20]. The reactants are NCCCCN1C=NC=2C(=NC=3C=CC=CC3C21)N (1-(4-aminobutyl)-1H-imidazo[4,5-c]quinolin-4-amine), N1=CC=C(C2=CC=CC=C12)C(=O)Cl (quinoline-4-carbonyl chloride). Product: NC1=NC=2C=CC=CC2C2=C1N=CN2CCCCNC(=O)C2=CC=NC1=CC=CC=C21 (N4-[4-(4-amino-1H-imidazo[4,5-c]quinolin-1-yl)butyl]-4-quinolinecarboxamide). As a reaction SMILES: [NH2:1][CH2:2][CH2:3][CH2:4][CH2:5][N:6]1[C:18]2[C:17]3[CH:16]=[CH:15][CH:14]=[CH:13][C:12]=3[N:11]=[C:10]([NH2:19])[C:9]=2[N:8]=[CH:7]1.[N:20]1[C:29]2[C:24](=[CH:25][CH:26]=[CH:27][CH:28]=2)[C:23]([C:30](Cl)=[O:31])=[CH:22][CH:21]=1>>[NH2:19][C:10]1[C:9]2[N:8]=[CH:7][N:6]([CH2:5][CH2:4][CH2:3][CH2:2][NH:1][C:30]([C:23]3[C:24]4[C:29](=[CH:28][CH:27]=[CH:26][CH:25]=4)[N:20]=[CH:21][CH:22]=3)=[O:31])[C:18]=2[C:17]2[CH:16]=[CH:15][CH:14]=[CH:13][C:12]=2[N:11]=1. Procedure: According to the general method of Example 14, 1-(4-aminobutyl)-1H-imidazo[4,5-c]quinolin-4-amine and quinoline-4-carbonyl chloride were combined to provide N4-[4-(4-amino-1H-imidazo[4,5-c]quinolin-1-yl)butyl]-4-quinolinecarboxamide as a white crystalline solid, m.p. 214.5-215.2° C. 1H NMR (300 MHz, DMSO-d6) δ 8.89 (d, J=4.3 Hz, 1H), 8.76 (t, J=5.6 Hz, 1H), 8.24 (s, 1H), 8.10-8.01 (m, 3H), 7.78 (ddd, J=8.4, 6.9, 1.5 Hz, 1H), 7.64 (dd, J=8.4, 1.1 Hz, 1H), 7.56 (ddd, J=8.3, 6.9, 1.4 Hz, 1H), 7.44 ... Starting materials: CCOCC, ClCCl, Cl, C=CC(=O)c1ccsc1. The product is O=C(CCCl)c1ccsc1. RXN SMILES: [CH3:13][CH2:14][O:15][CH2:16][CH3:17].[Cl:10][CH2:11][Cl:12].[ClH:18].[s:1]1[cH:2][c:3]([C:6]([CH:7]=[CH2:8])=[O:9])[cH:4][cH:5]1>>[s:1]1[cH:2][c:3]([C:6]([CH2:7][CH2:8][Cl:10])=[O:9])[cH:4][cH:5]1. Reactants: CC1=C(C(=CC=C1)C)O (2,6-dimethylphenol), C(C)(=O)OC(C)=O (acetic anhydride), F (hydrogen fluoride). Reagents/catalysts: [Cr].[Co] (Hastelloy C). Conditions: temperature 50 celsius, time 3 hour. Product: CC1=CC(=CC(=C1O)C)C(=O)C (3,5-dimethyl-4-hydroxyacetophenone). As a reaction SMILES: [CH3:1][C:2]1[CH:7]=[CH:6][CH:5]=[C:4]([CH3:8])[C:3]=1[OH:9].[C:10](OC(=O)C)(=[O:12])[CH3:11].F>[Cr].[Co]>[CH3:8][C:4]1[C:3]([OH:9])=[C:2]([CH3:1])[CH:7]=[C:6]([C:10]([CH3:11])=[O:12])[CH:5]=1 |f:3.4|. Procedure: (36.6 g, 0.30 mol) of 2,6-dimethylphenol are mixed in an Hastelloy C autoclave with 0.315 mol of acetic anhydride and 9 mols of hydrogen fluoride. The temperature is raised to 50° C. and the reaction runs for 3 hours. After extraction and wash, 47.4 g of a gray to purple solid mass of 3,5-dimethyl-4-hydroxyacetophenone is obtained. This solid is then esterified by refluxing with 4 mols of acetic anhydride for 19 hours. After removal of acetic acid and acetic anhydride by vacuum distillation the ... Starting materials: CS(=O)(=O)O, CCOC(C)=O, COc1cc2c(cc1OC)C(=O)C(CC1CCN(Cc3ccccc3)CC1)C2. Yields the product CS(=O)(=O)O, COc1cc2c(cc1OC)C(=O)C(CC1CCN(Cc3ccccc3)CC1)C2. RXN SMILES: [CH3:1][S:2]([OH:3])(=[O:4])=[O:5].[CH3:34][CH2:35][O:36][C:37](=[O:38])[CH3:39].[CH3:6][O:7][c:8]1[cH:9][c:10]2[c:29]([cH:30][c:31]1[O:32][CH3:33])[C:27](=[O:28])[CH:12]([CH2:13][CH:14]1[CH2:15][CH2:16][N:17]([CH2:20][c:21]3[cH:22][cH:23][cH:24][cH:25][cH:26]3)[CH2:18][CH2:19]1)[CH2:11]2>>[CH3:1][S:2](=[O:3])(=[O:4])[OH:5].[CH3:6][O:7][c:8]1[cH:9][c:10]2[c:29]([cH:30][c:31]1[O:32][CH3:33])[C:27](=[O:28])[CH:12]([CH2:13][CH:14]1[CH2:15][CH2:16][N:17]([CH2:20][c:21]3[cH:22][cH:23][cH:24][cH:25][cH:26]3)[CH2:18][CH2:19]1)[CH2:11]2.